From a dataset of the Open Reaction Database (ORD), a public repository of structured organic reaction records. describe an organic reaction: reactants, conditions, products, and yield Reactants: N#CC1CC(F)CN1C(=O)CN(C(=O)OCc1ccccc1)C12CCC(C(=O)On3nnc4ccccc43)(CC1)CC2, CCCCN. Product: CCCCNC(=O)C12CCC(N(CC(=O)N3CC(F)CC3C#N)C(=O)OCc3ccccc3)(CC1)CC2. RXN SMILES: [CH2:1]([c:2]1[cH:3][cH:4][cH:5][cH:6][cH:7]1)[O:8][C:9](=[O:10])[N:11]([C:12]12[CH2:13][CH2:14][C:15]([C:20]([O:22][n:21]3[c:23]4[cH:24][cH:25][cH:26][cH:27][c:28]4[n:29][n:30]3)=[O:31])([CH2:16][CH2:17]1)[CH2:18][CH2:19]2)[CH2:32][C:33](=[O:34])[N:35]1[CH:36]([C:41]#[N:42])[CH2:37][CH:38]([F:40])[CH2:39]1.[CH2:43]([CH2:44][CH2:45][CH3:46])[NH2:47]>>[CH2:1]([c:2]1[cH:3][cH:4][cH:5][cH:6][cH:7]1)[O:8][C:9](=[O:10])[N:11]([C:12]12[CH2:13][CH2:14][C:15]([C:20](=[O:22])[NH:47][CH2:43][CH2:44][CH2:45][CH3:46])([CH2:16][CH2:17]1)[CH2:18][CH2:19]2)[CH2:32][C:33](=[O:34])[N:35]1[CH:36]([C:41]#[N:42])[CH2:37][CH:38]([F:40])[CH2:39]1. Reactants: C(C1=CC=CC=C1)C1(C(C(C2=CC(=CC=C12)OCCC)=O)C(=O)[O-])C1=CC2=C(C=C1)OCO2 (benzyl-(1RS,2SR)-(3,4-methylenedioxyphenyl)-5-prop-1-yloxy-3-oxo-indane-2-carboxylate), C1=CCC=CC1 (1,4-cyclohexadiene). Solvent: C(C)(=O)O (acetic acid). Reaction conditions: time 2 hour. The product is C1OC=2C=C(C=CC2O1)C1CC(C2=CC(=CC=C12)OCCC)=O (1-(3,4-Methylenedioxyphenyl)-5-prop-1-yloxy-3-oxo-indane). Isolated yield 89.0%. Reaction SMILES: C([C:8]1([C:25]2[CH:30]=[CH:29][C:28]3[O:31][CH2:32][O:33][C:27]=3[CH:26]=2)[C:16]2[C:11](=[CH:12][C:13]([O:17][CH2:18][CH2:19][CH3:20])=[CH:14][CH:15]=2)[C:10](=[O:21])[CH:9]1C([O-])=O)C1C=CC=CC=1.C1CC=CCC=1>C(O)(=O)C>[CH2:32]1[O:31][C:28]2[CH:29]=[CH:30][C:25]([CH:8]3[C:16]4[C:11](=[CH:12][C:13]([O:17][CH2:18][CH2:19][CH3:20])=[CH:14][CH:15]=4)[C:10](=[O:21])[CH2:9]3)=[CH:26][C:27]=2[O:33]1. Procedure: To a solution of benzyl-(1RS,2SR)-(3,4-methylenedioxyphenyl)-5-prop-1-yloxy-3-oxo-indane-2-carboxylate (8.2 g, 18.4 mmol) in warm acetic acid (130 ml), was added under argon 10% Pd/C (4.1 g) followed by 1,4-cyclohexadiene (17.4 ml, 185 mmol). The reaction was exothermic and gas evolution was observed. The reaction was allowed to stir under argon at room temperature for 2 h. The mixture was filtered through a pad of celite and concentrated in vacuo. Flash chromatography of the residue (silica gel... Yield: 77.4%. Starting materials: CN(CCN1C(=CC2=CC(=CC=C12)N)C)C (1-(2-(Dimethylamino)ethyl)-2-methyl-1H-indol-5-amine), I.CSC(=N)C=1SC=CC1 (thiophene-2-carboximidothioic acid methyl ester hydroiodide). Procedure details: A solution of compound 24 (0.275 g, 1.266 mmol) in dry ethanol (5 mL) was treated with thiophene-2-carboximidothioic acid methyl ester hydroiodide (0.72 g, 2.532 mmol) at room temperature and stirred for overnight (16 h). The reaction was diluted with sat. NaHCO3 solution (25 mL) and product was extracted into CH2Cl2 (2×25 mL). The combined CH2Cl2 layer was washed with brine (15 mL) and dried (Na2SO4). Solvent was evaporated and crude was purified by column chromatography (2 M NH3 in MeOH:CH2Cl2... RXN SMILES: [CH3:1][N:2]([CH3:16])[CH2:3][CH2:4][N:5]1[C:13]2[C:8](=[CH:9][C:10]([NH2:14])=[CH:11][CH:12]=2)[CH:7]=[C:6]1[CH3:15].I.CS[C:20]([C:22]1[S:23][CH:24]=[CH:25][CH:26]=1)=[NH:21]>C(O)C.C([O-])(O)=O.[Na+]>[CH3:1][N:2]([CH3:16])[CH2:3][CH2:4][N:5]1[C:13]2[C:8](=[CH:9][C:10]([NH:14][C:20]([C:22]3[S:23][CH:24]=[CH:25][CH:26]=3)=[NH:21])=[CH:11][CH:12]=2)[CH:7]=[C:6]1[CH3:15] |f:1.2,4.5|. Run in C(=O)(O)[O-].[Na+] (NaHCO3), C(C)O (ethanol). Yields the product CN(CCN1C(=CC2=CC(=CC=C12)NC(=N)C=1SC=CC1)C)C (N-(1-(2-(Dimethylamino)ethyl)-2-methyl-1H-indol-5-yl)thiophene-2-carboximidamide). Conditions: time 16 hour. Starting materials: FC=1C=C(C=CC1)OC1CCN(CC1)C(=O)OC(C)(C)C (1,1-dimethylethyl 4-[(3-fluorophenyl)oxy]-1-piperidinecarboxylate), C(=O)(C(F)(F)F)O (TFA). The solvent is C(Cl)Cl (DCM). Reaction conditions: time 8 hour. Yields the product FC=1C=C(C=CC1)OC1CCNCC1 (4-[(3-Fluorophenyl)oxy]piperidine). Isolated yield 111.8%. Reaction SMILES: [F:1][C:2]1[CH:3]=[C:4]([O:8][CH:9]2[CH2:14][CH2:13][N:12](C(OC(C)(C)C)=O)[CH2:11][CH2:10]2)[CH:5]=[CH:6][CH:7]=1.C(O)(C(F)(F)F)=O>C(Cl)Cl>[F:1][C:2]1[CH:3]=[C:4]([O:8][CH:9]2[CH2:14][CH2:13][NH:12][CH2:11][CH2:10]2)[CH:5]=[CH:6][CH:7]=1. Reported procedure: A solution of 1,1-dimethylethyl 4-[(3-fluorophenyl)oxy]-1-piperidinecarboxylate (D11) (16.4 g, 55 mmol) in DCM (200 ml) at 0° C. was treated with TFA (17 ml). The reaction was warmed to room temperature and stirred overnight. The solvent was then removed in vacuo and the residue partitioned between DCM and 2M NaOH solution. The aqueous was further extracted with DCM (×2) and the combined organics concentrated in vacuo. The residue was re-dissolved in DCM and extracted with 2M HCl (×2) which was ...